From a dataset of the Open Reaction Database (ORD), a public repository of structured organic reaction records. describe an organic reaction: reactants, conditions, products, and yield Reactants: O=C(Cn1ccn2c(=O)c(OCc3ccccc3)c(-c3ncc(Cc4ccc(F)cc4)o3)nc12)N1CCCCC1, CO, CC#N, [Na+], [Na+], O=S([O-])([O-])=S. Yields the product O=C(Cn1ccn2c(=O)c(O)c(-c3ncc(Cc4ccc(F)cc4)o3)nc12)N1CCCCC1. As a reaction SMILES: [CH2:1]([c:2]1[cH:3][cH:4][cH:5][cH:6][cH:7]1)[O:8][c:9]1[c:10](-[c:28]2[o:29][c:30]([CH2:33][c:34]3[cH:35][cH:36][c:37]([F:40])[cH:38][cH:39]3)[cH:31][n:32]2)[n:11][c:12]2[n:13]([c:14]1=[O:15])[cH:16][cH:17][n:18]2[CH2:19][C:20]([N:21]1[CH2:22][CH2:23][CH2:24][CH2:25][CH2:26]1)=[O:27].[CH3:41][OH:42].[CH3:50][C:51]#[N:52].[Na+:43].[Na+:44].[O-:45][S:46]([O-:47])(=[S:48])=[O:49]>>[OH:8][c:9]1[c:10](-[c:28]2[o:29][c:30]([CH2:33][c:34]3[cH:35][cH:36][c:37]([F:40])[cH:38][cH:39]3)[cH:31][n:32]2)[n:11][c:12]2[n:13]([c:14]1=[O:15])[cH:16][cH:17][n:18]2[CH2:19][C:20]([N:21]1[CH2:22][CH2:23][CH2:24][CH2:25][CH2:26]1)=[O:27]. The reactants are FC1=C(C#N)C=CC(=C1)CN1C=NC=C1 (2-Fluoro-4-imidazol-1-ylmethyl-benzonitrile), O=C1N(C=CC=C1)C1=C(C=CC=C1)O (2-(2-oxo-2H-pyridin-1-yl)-phenol), C([O-])([O-])=O.[Cs+].[Cs+] (cesium carbonate). Run in CN(C)C=O (DMF). Reaction conditions: temperature 70 celsius. Yields the product N1(C=NC=C1)CC1=CC(=C(C#N)C=C1)OC1=C(C=CC=C1)N1C(C=CC=C1)=O (4-Imidazol-1-ylmethyl-2-[2-(2-oxo-2H-pyridin-1-yl)-phenoxy]-benzonitrile). As a reaction SMILES: F[C:2]1[CH:9]=[C:8]([CH2:10][N:11]2[CH:15]=[CH:14][N:13]=[CH:12]2)[CH:7]=[CH:6][C:3]=1[C:4]#[N:5].[O:16]=[C:17]1[CH:22]=[CH:21][CH:20]=[CH:19][N:18]1[C:23]1[CH:28]=[CH:27][CH:26]=[CH:25][C:24]=1[OH:29].C(=O)([O-])[O-].[Cs+].[Cs+]>CN(C=O)C>[N:11]1([CH2:10][C:8]2[CH:7]=[CH:6][C:3]([C:4]#[N:5])=[C:2]([O:29][C:24]3[CH:25]=[CH:26][CH:27]=[CH:28][C:23]=3[N:18]3[CH:19]=[CH:20][CH:21]=[CH:22][C:17]3=[O:16])[CH:9]=2)[CH:15]=[CH:14][N:13]=[CH:12]1 |f:2.3.4|. Procedure details: 2-Fluoro-4-imidazol-1-ylmethyl-benzonitrile (as described in Example 9, Step E) (0.0276 g, 0.137 mmol), 2-(2-oxo-2H-pyridin-1-yl)-phenol (0.0257 g, 0.137 mmol) and cesium carbonate (0.089 g, 0.274 mmol) were combined in DMF (1.2 mL) and heated at 70° C. for 18 hr. The title compound was obtained after RP HPLC on aWaters Prep Pak column eluting with a 0.1% TFA/H2O: 0.1% TFA/CH3CN gradient followed by conversion to the free base.